From a dataset of the Open Reaction Database (ORD), a public repository of structured organic reaction records. describe an organic reaction: reactants, conditions, products, and yield Reactants: CC(C)(C)[O-].[K+] (t-BuOK), OC1=C(C=O)C=CC=C1C (2-hydroxy-3-methylbenzaldehyde), FC(C(C(C(F)(F)F)(F)F)(F)F)(S(=O)(=O)F)F (1,1,2,2,3,3,4,4,4-nonafluorobutane-1-sulfonyl fluoride). As a reaction SMILES: CC([O-])(C)C.[K+].[OH:7][C:8]1[C:15]([CH3:16])=[CH:14][CH:13]=[CH:12][C:9]=1[CH:10]=[O:11].[F:17][C:18]([F:33])([S:29](F)(=[O:31])=[O:30])[C:19]([F:28])([F:27])[C:20]([F:26])([F:25])[C:21]([F:24])([F:23])[F:22]>C1COCC1>[F:33][C:18]([F:17])([S:29]([O:7][C:8]1[C:15]([CH3:16])=[CH:14][CH:13]=[CH:12][C:9]=1[CH:10]=[O:11])(=[O:31])=[O:30])[C:19]([F:27])([F:28])[C:20]([F:26])([F:25])[C:21]([F:24])([F:23])[F:22] |f:0.1|. Solvent: C1CCOC1 (THF), C1CCOC1 (THF). Procedure: A 1.04 M THF solution of t-BuOK (3.7 mL, 3.9 mmol) was added to a THF solution (0.5 mL) of 2-hydroxy-3-methylbenzaldehyde (500 mg, 3.7 mmol) and 1,1,2,2,3,3,4,4,4-nonafluorobutane-1-sulfonyl fluoride (1.16 g, 3.9 mmol) and the reaction was stirred at room temperature. After 30 min the temperature was increased to 40° C. After 5 min the resulting mixture was partitioned with DCM and water, and the aqueous layer was extracted with DCM. The combined organic layers were dried (Na2SO4) and concentrat... Yields the product FC(C(C(C(F)(F)F)(F)F)(F)F)(S(=O)(=O)OC1=C(C=CC=C1C)C=O)F (2-formyl-6-methylphenyl 1,1,2,2,3,3,4,4,4-nonafluorobutane-1-sulfonate). RXN SMILES: [C:1]([OH:4])(=[O:3])[CH3:2].N=C1CC(C)CCN1.[CH2:13]([NH:15][C:16]1[CH:21]=[C:20]([CH3:22])[CH:19]=[CH:18][N:17]=1)[CH3:14]>>[C:1]([OH:4])(=[O:3])[CH3:2].[CH3:14][CH2:13][N:15]=[C:16]1[CH2:21][CH:20]([CH3:22])[CH2:19][CH2:18][NH:17]1 |f:0.1,3.4|. The reactants are C(C)(=O)O.N=C1NCCC(C1)C (2-imino-4-methylpiperidine acetate), C(C)NC1=NC=CC(=C1)C (2-(ethylamino)-4-methylpyridine). Procedure details: The method of preparation of 2-imino-4-methylpiperidine acetate was used to convert 2-(ethylamino)-4-methylpyridine to the title compound except platinum oxide was used as the catalyst. The analysis of the product, obtained as an oil, was found to be consistent with the proposed structure. MH+=141; 1H NMR (D2O): δ3.40-3.10 (m, 2H); 3.00 (q, J=6 Hz, 2H); 2.50-2.40 (m, 1H); 2.10-1.90 (m, 1H); 1.83 (s, 3H); 1.80-1.65 (m, 4H); 1.40-1.20 (m, 1H); 1.02 (t, J=6 Hz, 3H); 0.83 (d, J=6 Hz, 3H). Product: C(C)(=O)O.CCN=C1NCCC(C1)C ((2-Ethylimino)-4-methylpiperidine acetate). The reactants are N1C=NC=C1 (imidazole), [OH-].[Na+] (sodium hydroxide), ClC1(CC=C(C=C1)Cl)CC(CC)O (1-chloro-4-chlorophenyl-2-butanol). The solvent is C1(=CC=CC=C1)C (toluene). Product: ClC1=CC=C(C=C1)CCC(CN1C=NC=C1)O (1-[4-(4-chlorophenyl)-2-hydroxy-n-butyl]-imidazole), ( IV ). As a reaction SMILES: Cl[C:2]1([CH2:9][CH:10](O)[CH2:11][CH3:12])[CH:7]=[CH:6][C:5]([Cl:8])=[CH:4][CH2:3]1.[NH:14]1[CH:18]=[CH:17][N:16]=[CH:15]1.[OH-:19].[Na+]>C1(C)C=CC=CC=1>[Cl:8][C:5]1[CH:6]=[CH:7][C:2]([CH2:9][CH2:10][CH:11]([OH:19])[CH2:12][N:14]2[CH:18]=[CH:17][N:16]=[CH:15]2)=[CH:3][CH:4]=1 |f:2.3|. Procedure details: We have surprisingly found that when the starting material 1-chloro-4-chlorophenyl-2-butanol (II) is reacted with the imidazole (III) in a mixture of toluene and aqueous sodium hydroxide solution in the presence of a phase transfer catalyst, the (1-[4-(4-chlorophenyl)-2-hydroxy-n-butyl]-imidazole) (IV) key intermediate is obtained with short reaction time and excellent yield (95%). Reactants: O=C([O-])O, Cc1cccnc1Oc1cccc(CO)c1, ClCCl, [Na+], O=S(Cl)Cl. The product is Cc1cccnc1Oc1cccc(CCl)c1. Reaction SMILES: [C:21](=[O:22])([OH:23])[O-:24].[CH3:1][c:2]1[c:3]([O:8][c:9]2[cH:10][c:11]([CH2:15][OH:16])[cH:12][cH:13][cH:14]2)[n:4][cH:5][cH:6][cH:7]1.[Cl:26][CH2:27][Cl:28].[Na+:25].[S:17]([Cl:18])([Cl:19])=[O:20]>>[CH3:1][c:2]1[c:3]([O:8][c:9]2[cH:10][c:11]([CH2:15][Cl:19])[cH:12][cH:13][cH:14]2)[n:4][cH:5][cH:6][cH:7]1. The reactants are Cl.N1=C(C=CC=C1)C1=CC=C(S1)S(=O)(=O)N1C=C(C=C1)/C=C/C(=O)Cl ((E)-3-[1-(5-Pyridin-2-yl-thiophene-2-sulfonyl)-1H-pyrrol-3-yl]-acryloyl chloride hydrochloride), NO (hydroxylamine). Solvent: O (water). Reaction conditions: temperature 0 celsius, time 65 minute. The product is ONC(\C=C\C1=CN(C=C1)S(=O)(=O)C=1SC(=CC1)C1=NC=CC=C1)=O ((E)-N-Hydroxy-3-[1-(5-pyridin-2-yl-thiophene-2-sulfonyl)-1H-pyrrol-3-yl]-acrylamide), solid. RXN SMILES: Cl.[N:2]1[CH:7]=[CH:6][CH:5]=[CH:4][C:3]=1[C:8]1[S:12][C:11]([S:13]([N:16]2[CH:20]=[CH:19][C:18](/[CH:21]=[CH:22]/[C:23](Cl)=[O:24])=[CH:17]2)(=[O:15])=[O:14])=[CH:10][CH:9]=1.[NH2:26][OH:27]>O>[OH:27][NH:26][C:23](=[O:24])/[CH:22]=[CH:21]/[C:18]1[CH:19]=[CH:20][N:16]([S:13]([C:11]2[S:12][C:8]([C:3]3[CH:4]=[CH:5][CH:6]=[CH:7][N:2]=3)=[CH:9][CH:10]=2)(=[O:15])=[O:14])[CH:17]=1 |f:0.1|. Procedure: The above prepared solution of (E)-3-[1-(5-Pyridin-2-yl-thiophene-2-sulfonyl)-1H-pyrrol-3-yl]-acryloyl chloride hydrochloride was added to an aqueous hydroxylamine solution (50%, 150 g, 2.27 mop at 20-25° C. over a period of 45 min. After stirring for 65 min, water (300 mL) was added and cooled to 0° C. The suspension was filtered and the filter cake was washed with water (150 mL). The title compound was obtained as beige solid (17.3 g).